From a dataset of the Open Reaction Database (ORD), a public repository of structured organic reaction records. describe an organic reaction: reactants, conditions, products, and yield The reactants are CCO, CC1(CCCCn2ncc([N+](=O)[O-])n2)OCCO1, [Cl-], [Fe], N#N, [NH4+], O. Product: CC1(CCCCn2ncc(N)n2)OCCO1. Reaction SMILES: [CH3:23][CH2:24][OH:25].[CH3:3][C:4]1([CH2:9][CH2:10][CH2:11][CH2:12][n:13]2[n:14][cH:15][c:16]([N+:18]([O-:19])=[O:20])[n:17]2)[O:5][CH2:6][CH2:7][O:8]1.[Cl-:21].[Fe:27].[N:1]#[N:2].[NH4+:22].[OH2:26]>>[CH3:3][C:4]1([CH2:9][CH2:10][CH2:11][CH2:12][n:13]2[n:14][cH:15][c:16]([NH2:18])[n:17]2)[O:5][CH2:6][CH2:7][O:8]1.